Dataset: the Open Reaction Database (ORD), a public repository of structured organic reaction records. Task: describe an organic reaction: reactants, conditions, products, and yield The reactants are O=C1c2cccc(Br)c2CCN1CCO, CCOCC, CS(C)=O, CCI, [K+], [OH-]. The product is CCOCCN1CCc2c(Br)cccc2C1=O. RXN SMILES: [Br:1][c:2]1[c:3]2[c:8]([cH:9][cH:10][cH:11]1)[C:7](=[O:12])[N:6]([CH2:13][CH2:14][OH:15])[CH2:5][CH2:4]2.[CH2:21]([O:22][CH2:23][CH3:24])[CH3:25].[CH3:26][S:27]([CH3:28])=[O:29].[I:18][CH2:19][CH3:20].[K+:17].[OH-:16]>>[Br:1][c:2]1[c:3]2[c:8]([cH:9][cH:10][cH:11]1)[C:7](=[O:12])[N:6]([CH2:13][CH2:14][O:15][CH2:19][CH3:20])[CH2:5][CH2:4]2. The reactants are C(CCC)C1=C(C(=NC(=N1)C)C(=O)OC)CC1=CC=C(C=C1)C1=C(C=CC=C1)C1=NN=NN1 (6-butyl-4-methoxycarbonyl-2-methyl-5-[(2'-(tetrazol-5-yl)biphen-4-yl)methyl]pyrimidine), [OH-].[Na+] (NaOH), CC(=O)O (HOAc). Run in CO (methanol). Run at time 2.5 hour. Yields the product C(CCC)C1=C(C(=NC(=N1)C)C(=O)O)CC1=CC=C(C=C1)C1=C(C=CC=C1)C1=NN=NN1 (6-Butyl-4-carboxy-2-methyl-5-[(2'-(tetrazol-5-yl)biphen-4-yl)methyl]pyrimidine). Isolated yield 99.5%. RXN SMILES: [CH2:1]([C:5]1[N:10]=[C:9]([CH3:11])[N:8]=[C:7]([C:12]([O:14]C)=[O:13])[C:6]=1[CH2:16][C:17]1[CH:22]=[CH:21][C:20]([C:23]2[CH:28]=[CH:27][CH:26]=[CH:25][C:24]=2[C:29]2[NH:33][N:32]=[N:31][N:30]=2)=[CH:19][CH:18]=1)[CH2:2][CH2:3][CH3:4].[OH-].[Na+].CC(O)=O>CO>[CH2:1]([C:5]1[N:10]=[C:9]([CH3:11])[N:8]=[C:7]([C:12]([OH:14])=[O:13])[C:6]=1[CH2:16][C:17]1[CH:22]=[CH:21][C:20]([C:23]2[CH:28]=[CH:27][CH:26]=[CH:25][C:24]=2[C:29]2[NH:33][N:32]=[N:31][N:30]=2)=[CH:19][CH:18]=1)[CH2:2][CH2:3][CH3:4] |f:1.2|. Procedure: To a solution of 68.4 mg (0.155 mmol) 6-butyl-4-methoxycarbonyl-2-methyl-5-[(2'-(tetrazol-5-yl)biphen-4-yl)methyl]pyrimidine in 5 mL methanol was added ~0.300 mL 10% NaOH. After stirring at room temperature for 2.5 hours, the mixture was acidified with ~0.500 mL HOAc. Volatiles were removed in vacuo. The crude material was redissolved in methanol along with a couple of drops of TFA, then was HPLC'd using the following conditions: Rainin Dynamax® C-18 column, 25×2.14 cm w/Guard Column; gradient o...